From a dataset of the Open Reaction Database (ORD), a public repository of structured organic reaction records. describe an organic reaction: reactants, conditions, products, and yield Reactants: N1(C=NC=C1)CC1CCC=2C=CC(=CC2C1=O)C(=O)OC(C)(C)C (tert-butyl 5,6,7,8-tetrahydro-7-(1H-imidazol-1-ylmethyl)-8-oxo-2-naphthalenecaboxylate), [Mg] (magnesium), Cl (hydrochloric acid), II (iodine), CI (methyl iodide). Solvent: O1CCCC1 (tetrahydrofuran), C(C)OCC (diethyl ether), C(C)OCC (diethyl ether), O (water). Reaction conditions: time 2 hour. The product is N1(C=NC=C1)CC=1CCC=2C=CC(=CC2C1C)C(=O)O (5,6-dihydro-7-(1H-imidazol-1-ylmethyl)-8-methyl-2-naphthalenecarboxylic acid). The yield is 73.0%. Reaction SMILES: [Mg].II.[CH3:4]I.[N:6]1([CH2:11][CH:12]2[C:21](=O)[C:20]3[CH:19]=[C:18]([C:23]([O:25]C(C)(C)C)=[O:24])[CH:17]=[CH:16][C:15]=3[CH2:14][CH2:13]2)[CH:10]=[CH:9][N:8]=[CH:7]1.Cl>C(OCC)C.O1CCCC1.O>[N:6]1([CH2:11][C:12]2[CH2:13][CH2:14][C:15]3[CH:16]=[CH:17][C:18]([C:23]([OH:25])=[O:24])=[CH:19][C:20]=3[C:21]=2[CH3:4])[CH:10]=[CH:9][N:8]=[CH:7]1. Procedure details: To a suspension of anhydrous magnesium (0.23 g) and a small crystal of iodine in anhydrous diethyl ether (3 ml) a solution of methyl iodide (1.3 g) in anhydrous diethyl ether (6 ml) is added dropwise. The mixture is refluxed for 1 hour then cooled to room temperature. To this mixture a solution of tert-butyl 5,6,7,8-tetrahydro-7-(1H-imidazol-1-ylmethyl)-8-oxo-2-naphthalenecaboxylate (1.0 g) in anhydrous tetrahydrofuran (25 ml) is added dropwise. The reaction mixture, after stirring at room tempe... Starting materials: [BH4-], COC(=O)C12CCC(N(Cc3ccccc3)C(=O)OC(C)(C)C)(CC1)CC2, C1CCOC1, CCOC(C)=O, [Li+], O. Product: CC(C)(C)OC(=O)N(Cc1ccccc1)C12CCC(CO)(CC1)CC2. Reaction SMILES: [BH4-:28].[CH2:1]([c:2]1[cH:3][cH:4][cH:5][cH:6][cH:7]1)[N:8]([C:9]12[CH2:10][CH2:11][C:12]([C:17](=[O:18])[O:19][CH3:20])([CH2:13][CH2:14]1)[CH2:15][CH2:16]2)[C:21](=[O:22])[O:23][C:24]([CH3:25])([CH3:26])[CH3:27].[CH2:31]1[O:32][CH2:33][CH2:34][CH2:35]1.[CH3:36][CH2:37][O:38][C:39]([CH3:40])=[O:41].[Li+:29].[OH2:30]>>[CH2:1]([c:2]1[cH:3][cH:4][cH:5][cH:6][cH:7]1)[N:8]([C:9]12[CH2:10][CH2:11][C:12]([CH2:17][OH:18])([CH2:13][CH2:14]1)[CH2:15][CH2:16]2)[C:21](=[O:22])[O:23][C:24]([CH3:25])([CH3:26])[CH3:27]. Reactants: [Br-], CS(C)=O, O=COC1CCN(C(=O)OCc2ccccc2)CC1, [H-], [Na+], O, FC(F)(F)c1ccc(C[P+](c2ccccc2)(c2ccccc2)c2ccccc2)cc1. Yields the product O=C(OCc1ccccc1)N1CCC(OC=Cc2ccc(C(F)(F)F)cc2)CC1. RXN SMILES: [Br-:1].[CH3:54][S:55]([CH3:56])=[O:57].[CH:34](=[O:35])[O:36][CH:37]1[CH2:38][CH2:39][N:40]([C:43](=[O:44])[O:45][CH2:46][c:47]2[cH:48][cH:49][cH:50][cH:51][cH:52]2)[CH2:41][CH2:42]1.[H-:32].[Na+:33].[OH2:53].[c:2]1([P+:3]([c:4]2[cH:5][cH:6][cH:7][cH:8][cH:20]2)([CH2:9][c:10]2[cH:11][cH:12][c:13]([C:16]([F:17])([F:18])[F:19])[cH:14][cH:15]2)[c:21]2[cH:22][cH:23][cH:24][cH:25][cH:26]2)[cH:27][cH:28][cH:29][cH:30][cH:31]1>>[CH:9]([c:10]1[cH:11][cH:12][c:13]([C:16]([F:17])([F:18])[F:19])[cH:14][cH:15]1)=[CH:34][O:36][CH:37]1[CH2:38][CH2:39][N:40]([C:43](=[O:44])[O:45][CH2:46][c:47]2[cH:48][cH:49][cH:50][cH:51][cH:52]2)[CH2:41][CH2:42]1. Conditions: temperature -78 celsius, time 3 hour. Solvent: C(Cl)Cl (methylene chloride), C1(=CC=CC=C1)C (toluene). Product: BrC=1C=CC2=C(CC(OC2C#N)C2=CC=CC=C2)C1O (6-bromo-1-cyano-3,4-dihydro-5-hydroxy-3-phenyl-1H-2-benzopyran), BrC=1C=CC2=C(C[C@H](O[C@H]2C#N)C2=CC=CC=C2)C1O ([1R,3S] 6-bromo-1-cyano-3,4-dihydro-5-hydroxy-3-phenyl-1H-2-benzopyran). Reaction SMILES: [Br:1]Br.C(N)(C)(C)C.[C:8]([CH:10]1[C:15]2[CH:16]=[CH:17][CH:18]=[C:19]([OH:20])[C:14]=2[CH2:13][CH:12]([C:21]2[CH:26]=[CH:25][CH:24]=[CH:23][CH:22]=2)[O:11]1)#[N:9]>C1(C)C=CC=CC=1.C(Cl)Cl>[Br:1][C:18]1[CH:17]=[CH:16][C:15]2[CH:10]([C:8]#[N:9])[O:11][CH:12]([C:21]3[CH:26]=[CH:25][CH:24]=[CH:23][CH:22]=3)[CH2:13][C:14]=2[C:19]=1[OH:20].[Br:1][C:18]1[CH:17]=[CH:16][C:15]2[C@H:10]([C:8]#[N:9])[O:11][C@H:12]([C:21]3[CH:26]=[CH:25][CH:24]=[CH:23][CH:22]=3)[CH2:13][C:14]=2[C:19]=1[OH:20]. The reactants are resultant mixture, C(#N)C1OC(CC2=C1C=CC=C2O)C2=CC=CC=C2 (1-cyano-3,4-dihydro -5-hydroxy-3-phenyl-1H-2-benzopyran), BrBr (Bromine), C(C)(C)(C)N (t-butylamine). Procedure: Bromine (0.11 mL, 2.1 mmol) was added to a solution of 0.91 mL (8.7 mmol) of t-butylamine in 15 mL of toluene at 31 30° C. The resultant mixture was stirred at -30° C. for 10 minutes, cooled to -78° C. and then treated with a solution of 1.09 g (4.3 mmol) of 1-cyano-3,4-dihydro -5-hydroxy-3-phenyl-1H-2-benzopyran, from Step 3, in 15 mL of methylene chloride. The reaction mixture was stirred at -78° C. for 3 h, allowed to slowly warm to ambient temperature over a 3 h period and then partitioned b... The yield is 75.0%.